This data is from the Open Reaction Database (ORD), a public repository of structured organic reaction records. The task is: describe an organic reaction: reactants, conditions, products, and yield Reactants: ON=C(C)C1=CC=C(C=C1)NC(=O)N(CC(=O)OC)C(=O)OCC=C (N-[4-(1-hydroxyiminoethyl)phenyl]-N'-allyloxycarbonyl-N'-methoxycarbonylmethylurea), O([Na])C (NaOCH3). As a reaction SMILES: [OH:1][N:2]=[C:3]([C:5]1[CH:10]=[CH:9][C:8]([NH:11][C:12]([N:14]([C:20]([O:22][CH2:23][CH:24]=[CH2:25])=[O:21])[CH2:15][C:16](OC)=[O:17])=[O:13])=[CH:7][CH:6]=1)[CH3:4].O(C)[Na]>CO>[CH2:23]([O:22][C:20]([N:14]1[CH2:15][C:16](=[O:17])[N:11]([C:8]2[CH:9]=[CH:10][C:5]([C:3](=[N:2][OH:1])[CH3:4])=[CH:6][CH:7]=2)[C:12]1=[O:13])=[O:21])[CH:24]=[CH2:25]. Procedure details: 0.01 mol of this urea is dissolved in 150 mL of CH3OH. the pH is adjusted to approximately 10.0 using 25% NaOCH3 solution in CH3OH. The solution is heated to reflux for 2.5 hours, after which time the solvent is removed in vacuo. The residue is washed with cold water and dried in vacuo to yield crude 1-allyloxycarbonyl-3-[4-(1-hydroxyiminoethyl)phenyl]hydantoin. The hydantoin is purified by recrystallization from CH3OH: H2O. Yields the product C(C=C)OC(=O)N1C(=O)N(C(=O)C1)C1=CC=C(C=C1)C(C)=NO (1-allyloxycarbonyl-3-[4-(1-hydroxyiminoethyl)phenyl]hydantoin). The solvent is CO (CH3OH), CO (CH3OH). The reactants are ClC1=C(C=C(C=O)C=C1)C(F)(F)F (4-chloro-3-(trifluoromethyl)benzaldehyde), S(=O)(=O)(C1=CC=C(C)C=C1)C[N+]#[C-] (tosylmethylisocyanide), [C-]#N.[Na+] (NaCN). Product: ClC1=C(C=C(C=C1)[C@@H]1[C@H](N=CO1)S(=O)(=O)C1=CC=C(C=C1)C)C(F)(F)F ((4R*,5R*)-5-(4-Chloro-3-trifluoromethy-phenyl)-4-(toluene-4-sulfonyl)-4,5-dihydro-oxazole). Reaction SMILES: [Cl:1][C:2]1[CH:9]=[CH:8][C:5]([CH:6]=[O:7])=[CH:4][C:3]=1[C:10]([F:13])([F:12])[F:11].[S:14]([CH2:24][N+:25]#[C-:26])([C:17]1[CH:23]=[CH:22][C:20]([CH3:21])=[CH:19][CH:18]=1)(=[O:16])=[O:15].[C-]#N.[Na+]>>[Cl:1][C:2]1[CH:9]=[CH:8][C:5]([C@H:6]2[O:7][CH:26]=[N:25][C@@H:24]2[S:14]([C:17]2[CH:23]=[CH:22][C:20]([CH3:21])=[CH:19][CH:18]=2)(=[O:16])=[O:15])=[CH:4][C:3]=1[C:10]([F:11])([F:12])[F:13] |f:2.3|. Procedure details: In a manner analogous to Preparation 1, 4-chloro-3-(trifluoromethyl)benzaldehyde (0.31 g, 1.47 mmol), tosylmethylisocyanide (0.27 g, 1.40 mmol) and NaCN (6.9 mg, 0.14 mmol) gave the desired compound as a tan solid. MS(ES+) m/z 404.5 (M+H+). Starting materials: CC(C)(C)OC(=O)N1CCCN(c2ccc(Cl)cc2Cl)CC1, ClCCl, O=C(O)C(F)(F)F. The product is Clc1ccc(N2CCCNCC2)c(Cl)c1. As a reaction SMILES: [C:1]([O:2][C:3](=[O:4])[N:8]1[CH2:9][CH2:10][N:11]([c:15]2[c:16]([Cl:22])[cH:17][c:18]([Cl:21])[cH:19][cH:20]2)[CH2:12][CH2:13][CH2:14]1)([CH3:5])([CH3:6])[CH3:7].[Cl:30][CH2:31][Cl:32].[OH:23][C:24]([C:25]([F:26])([F:27])[F:28])=[O:29]>>[NH:8]1[CH2:9][CH2:10][N:11]([c:15]2[c:16]([Cl:22])[cH:17][c:18]([Cl:21])[cH:19][cH:20]2)[CH2:12][CH2:13][CH2:14]1.